From a dataset of the Open Reaction Database (ORD), a public repository of structured organic reaction records. describe an organic reaction: reactants, conditions, products, and yield The reactants are COCOC=1C=NC=CC1CCCO (3-(3-methoxymethoxypyridin-4-yl)-1-propanol), C1(=CC=CC=C1)P(C1=CC=CC=C1)C1=CC=CC=C1 (triphenylphosphine), N(=NC(=O)OC(C)C)C(=O)OC(C)C (diisopropyl azodicarboxylate), BrC=1C=C(C=CC1)SC1=NC=CC=C1O (2-(3-bromophenylthio)-3-pyridinol). Run in C1CCOC1 (THF). Conditions: time 30 minute. The product is BrC=1C=C(C=CC1)SC1=NC=CC=C1OCCCC1=C(C=NC=C1)O (2-(3-bromophenylthio)-3-[3-(3-hydroxypyridin-4-yl)propoxy]pyridine). The yield is 66.8%. As a reaction SMILES: COC[O:4][C:5]1[CH:6]=[N:7][CH:8]=[CH:9][C:10]=1[CH2:11][CH2:12][CH2:13][OH:14].C1(P(C2C=CC=CC=2)C2C=CC=CC=2)C=CC=CC=1.N(C(OC(C)C)=O)=NC(OC(C)C)=O.[Br:48][C:49]1[CH:50]=[C:51]([S:55][C:56]2[C:61](O)=[CH:60][CH:59]=[CH:58][N:57]=2)[CH:52]=[CH:53][CH:54]=1>C1COCC1>[Br:48][C:49]1[CH:50]=[C:51]([S:55][C:56]2[C:61]([O:14][CH2:13][CH2:12][CH2:11][C:10]3[CH:9]=[CH:8][N:7]=[CH:6][C:5]=3[OH:4])=[CH:60][CH:59]=[CH:58][N:57]=2)[CH:52]=[CH:53][CH:54]=1. Procedure details: 3-(3-Methoxymethoxypyridin-4-yl)-1-propanol (1.59 g, 9.2 mmol) obtained in Example 2 and triphenylphosphine (2.78 g, 10.6 mmol) are dissolved in THF (40 ml), and thereto are successively added with stirring diisopropyl azodicarboxylate (1.85 g, 9.2 mmol) and 2-(3-bromophenylthio)-3-pyridinol (2.00 g, 7.1 mmol) obtained in Reference Example 1 under ice-cooling. The mixture is stirred at room temperature for 30 minutes, and the reaction solution is concentrated under reduced pressure. To the resid... Reactants: [BH4-], CO, NC(=O)c1ccc(Oc2ccc(C=O)cc2)c(Cl)c1, [Na+], NCCc1cccs1. Yields the product NC(=O)c1ccc(Oc2ccc(CNCCc3cccs3)cc2)c(Cl)c1. Reaction SMILES: [BH4-:28].[CH3:30][OH:31].[Cl:1][c:2]1[cH:3][c:4]([C:5](=[O:6])[NH2:7])[cH:8][cH:9][c:10]1[O:11][c:12]1[cH:13][cH:14][c:15]([CH:18]=[O:19])[cH:16][cH:17]1.[Na+:29].[s:20]1[c:21]([CH2:25][CH2:26][NH2:27])[cH:22][cH:23][cH:24]1>>[Cl:1][c:2]1[cH:3][c:4]([C:5](=[O:6])[NH2:7])[cH:8][cH:9][c:10]1[O:11][c:12]1[cH:13][cH:14][c:15]([CH2:18][NH:27][CH2:26][CH2:25][c:21]2[s:20][cH:24][cH:23][cH:22]2)[cH:16][cH:17]1.